This data is from the Open Reaction Database (ORD), a public repository of structured organic reaction records. The task is: describe an organic reaction: reactants, conditions, products, and yield Starting materials: ( 20 ), ClC=1C=C(C=CC1)C(CNC(CC1=CC2=C(OC(O2)(C(=O)O)C(=O)O)C=C1)C)O (5-{2-[2-(3-chloro-phenyl)-2-hydroxy-ethylamino]-propyl}-benzo[1,3]dioxole-2,2-dicarboxylic acid), O(C1=CC=CC=C1)CCO (2-phenoxyethanol), ( 35 ), Cl (HCl). The product is Cl.O(C1=CC=CC=C1)CCOC(=O)C1(OC2=C(O1)C=CC(=C2)CC(C)NCC(O)C2=CC(=CC=C2)Cl)C(=O)OCCOC2=CC=CC=C2 (5-{2-[2-(3-Chloro-phenyl)-2-hydroxy-ethylamino]-propyl}-benzo[1,3]dioxole-2,2-dicarboxylic acid bis-(2-phenoxy-ethyl) ester hydrochloride salt). Reaction SMILES: [Cl:1][C:2]1[CH:3]=[C:4]([CH:8]([OH:29])[CH2:9][NH:10][CH:11]([CH3:28])[CH2:12][C:13]2[CH:27]=[CH:26][C:16]3[O:17][C:18]([C:23]([OH:25])=[O:24])([C:20]([OH:22])=[O:21])[O:19][C:15]=3[CH:14]=2)[CH:5]=[CH:6][CH:7]=1.[O:30]([CH2:37][CH2:38]O)[C:31]1[CH:36]=[CH:35][CH:34]=[CH:33][CH:32]=1.Cl>>[ClH:1].[O:17]([CH2:18][CH2:20][O:24][C:23]([C:18]1([C:20]([O:22][CH2:38][CH2:37][O:30][C:31]2[CH:32]=[CH:33][CH:34]=[CH:35][CH:36]=2)=[O:21])[O:17][C:16]2[CH:26]=[CH:27][C:13]([CH2:12][CH:11]([NH:10][CH2:9][CH:8]([C:4]3[CH:5]=[CH:6][CH:7]=[C:2]([Cl:1])[CH:3]=3)[OH:29])[CH3:28])=[CH:14][C:15]=2[O:19]1)=[O:25])[C:16]1[CH:26]=[CH:27][CH:13]=[CH:14][CH:15]=1 |f:3.4|. Procedure: The title compound was prepared from 5-{2-[2-(3-chloro-phenyl)-2-hydroxy-ethylamino]-propyl}-benzo[1,3]dioxole-2,2-dicarboxylic acid and 2-phenoxyethanol according to the procedure of Example 1 as an off-white gummy solid; 1H NMR (300 MHz, CDCl3): δ 1.23-1.40 (brs, 3H), 2.70-2.90 (brm, 1H), 3.05-3.30 (brm, 2H), 3.31-3.52 (brm, 2H), 4.12 (t, J=4.4 Hz, 4H), 4.57 (t, J=4.8 Hz, 4H), 5.38-5.60 (brs, 2H), 6.70-7.0 (complexm, 10H), 7.15-7.47 (complex m, 7H), 8.60-8.80 (brs, 1H), 9.90-10.20 (brs, 1H).; ... The reactants are C(C)(=O)[O-].[Na+] (Sodium acetate), FC(OC1=CC=C(C=C1)N1N=C(N=C1)C1=CC=C(C=C1)CCCN)(F)F (3-(4-(1-(4-(trifluoromethoxy)phenyl)-1H-1,2,4-triazol-3-yl)phenyl)propan-1-amine), C1(=C(C=CC=C1)NC(=S)N)C (1-(o-tolyl)thiourea). The product is C1(=C(C=CC=C1)NC(=S)NC(=O)NCCCC1=CC=C(C=C1)C1=NN(C=N1)C1=CC=C(C=C1)OC(F)(F)F)C (1-(o-tolylcarbamothioyl)-3-[3-[4-[1-[4-(trifluoromethoxy)phenyl]-1H-1,2,4-triazol-3-yl]phenyl]propyl]urea), solid. Yield: 21.0%. As a reaction SMILES: [F:1][C:2]([F:26])([F:25])[O:3][C:4]1[CH:9]=[CH:8][C:7]([N:10]2[CH:14]=[N:13][C:12]([C:15]3[CH:20]=[CH:19][C:18]([CH2:21][CH2:22][CH2:23][NH2:24])=[CH:17][CH:16]=3)=[N:11]2)=[CH:6][CH:5]=1.[C:27]1([CH3:37])[CH:32]=[CH:31][CH:30]=[CH:29][C:28]=1[NH:33][C:34]([NH2:36])=[S:35].[C:38]([O-])(=[O:40])C.[Na+]>>[C:27]1([CH3:37])[CH:32]=[CH:31][CH:30]=[CH:29][C:28]=1[NH:33][C:34]([NH:36][C:38]([NH:24][CH2:23][CH2:22][CH2:21][C:18]1[CH:19]=[CH:20][C:15]([C:12]2[N:13]=[CH:14][N:10]([C:7]3[CH:6]=[CH:5][C:4]([O:3][C:2]([F:1])([F:25])[F:26])=[CH:9][CH:8]=3)[N:11]=2)=[CH:16][CH:17]=1)=[O:40])=[S:35] |f:2.3|. Procedure: The title compound was prepared as described in Example 63 using 3-(4-(1-(4-(trifluoromethoxy)phenyl)-1H-1,2,4-triazol-3-yl)phenyl)propan-1-amine (C60) and 1-(o-tolyl)thiourea. Sodium acetate was used in place of sodium bicarbonate. The title compound was isolated as a white solid (0.061 g, 21%): 1H NMR (400 MHz, DMSO-d6) δ 12.02 (s, 1H), 10.06 (s, 1H), 9.39 (s, 1H), 8.14-7.99 (m, 3H), 7.63 (dt, J=7.3, 1.3 Hz, 3H), 7.45-7.35 (m, 2H), 7.33-7.14 (m, 4H), 7.09 (t, J=5.6 Hz, 1H), 3.17 (q, J=6.6 Hz, ...